This data is from the Open Reaction Database (ORD), a public repository of structured organic reaction records. The task is: describe an organic reaction: reactants, conditions, products, and yield Starting materials: CC(=O)OC(C)=O, O=C(O)c1ccc(O)c(F)c1, O, O=S(=O)(O)O. The product is CC(=O)Oc1ccc(C(=O)O)cc1F. RXN SMILES: [CH3:1][C:2](=[O:3])[O:4][C:5](=[O:6])[CH3:7].[F:8][c:9]1[cH:10][c:11]([C:12](=[O:13])[OH:14])[cH:15][cH:16][c:17]1[OH:18].[OH2:24].[S:19](=[O:20])(=[O:21])([OH:22])[OH:23]>>[CH3:1][C:2](=[O:3])[O:18][c:17]1[c:9]([F:8])[cH:10][c:11]([C:12](=[O:13])[OH:14])[cH:15][cH:16]1. Reactants: C(C)(=O)[O-].[Na+] (Sodium acetate), BrCC=1C=CC2=C(SC(=C2Cl)C(=O)OCC)C1 (ethyl 6-bromomethyl-3-chlorobenzo[b]thiophene-2-carboxylate), CN(C=O)C (dimethylformamide). Solvent: O1CCCC1 (tetrahydrofuran). Conditions: temperature 80 celsius. The product is ClC=1C2=C(SC1C(=O)OCC)C=C(C=C2)COC(=O)C (Ethyl 3-chloro-6-[(methylcarbonyloxy)methyl]benzo[b]thiophene-2-carboxylate). The yield is 63.0%. Reaction SMILES: [C:1]([O-:4])(=[O:3])[CH3:2].[Na+].Br[CH2:7][C:8]1[CH:9]=[CH:10][C:11]2[C:15]([Cl:16])=[C:14]([C:17]([O:19][CH2:20][CH3:21])=[O:18])[S:13][C:12]=2[CH:22]=1.CN(C)C=O>O1CCCC1>[Cl:16][C:15]1[C:11]2[CH:10]=[CH:9][C:8]([CH2:7][O:4][C:1]([CH3:2])=[O:3])=[CH:22][C:12]=2[S:13][C:14]=1[C:17]([O:19][CH2:20][CH3:21])=[O:18] |f:0.1|. Procedure: Sodium acetate (3.3 g, 40.5 mmol) was added to a stirred solution of ethyl 6-bromomethyl-3-chlorobenzo[b]thiophene-2-carboxylate (Preparation 10, 4.5 g, 13.5 mmol) in a mixture of anhydrous dimethylformamide (20 ml) and anhydrous tetrahydrofuran (10 ml), under a nitrogen atmosphere. The mixture was heated at 80° C. for 20 hours, then the mixture was partitioned between diethyl ether and water. The organic layer was separated and washed with more water, dried (magnesium sulfate), and evaporated u... Starting materials: [Na] (sodium), C(#N)NC(=NCCS)NC (N-cyano-N'-methyl-N"-(2-mercaptoethyl)guanidine), [Na] (Sodium), Cl.CC1=C(N=CN1)CCl (5-Methyl-4-chloromethylimidazole hydrochloride). The solvent is C(C)O (ethanol), C(C)O (ethanol). Conditions: time 1 hour. Yields the product CC1=C(N=CN1)CSCCNC(=N)N ([2-(5-methyl-4-imidazolylmethylthio)ethyl]guanidine). Reaction SMILES: [Na].C([NH:4][C:5]([NH:10]C)=[N:6][CH2:7][CH2:8][SH:9])#N.Cl.[CH3:13][C:14]1[NH:18][CH:17]=[N:16][C:15]=1[CH2:19]Cl>C(O)C>[CH3:13][C:14]1[NH:18][CH:17]=[N:16][C:15]=1[CH2:19][S:9][CH2:8][CH2:7][NH:6][C:5]([NH2:10])=[NH:4] |f:2.3,^1:0|. Procedure: Sodium (1.43 g) was added, with stirring under nitrogen, to dry ethanol (100 ml). After the sodium had dissolved a solution of N-cyano-N'-methyl-N"-(2-mercaptoethyl)guanidine (4.90 g) in dry ethanol (50 ml) was added and the mixture was stirred at room temperature for one hour. 5-Methyl-4-chloromethylimidazole hydrochloride (5.18 g) was added in batches over a period of one hour at room temperature. The mixture was then stirred at room temperature, for a further hour and heated at reflux tempera... RXN SMILES: [Br-:30].[CH:1]1([S:4](=[O:5])(=[O:6])[c:7]2[c:8]3[cH:9][n:10][n:11]([CH:16]([C:17](=[O:18])[N:19]([O:20][CH3:21])[CH3:22])[CH2:23][CH:24]4[CH2:25][CH2:26][O:27][CH2:28][CH2:29]4)[c:12]3[cH:13][cH:14][cH:15]2)[CH2:2][CH2:3]1.[CH:31](=[CH2:32])[Mg+:33].[ClH:34].[O:35]1[CH2:36][CH2:37][CH2:38][CH2:39]1>>[CH:1]1([S:4](=[O:5])(=[O:6])[c:7]2[c:8]3[cH:9][n:10][n:11]([CH:16]([C:17](=[O:18])[CH:31]=[CH2:32])[CH2:23][CH:24]4[CH2:25][CH2:26][O:27][CH2:28][CH2:29]4)[c:12]3[cH:13][cH:14][cH:15]2)[CH2:2][CH2:3]1. Starting materials: [Br-], CON(C)C(=O)C(CC1CCOCC1)n1ncc2c(S(=O)(=O)C3CC3)cccc21, C=C[Mg+], Cl, C1CCOC1. Product: C=CC(=O)C(CC1CCOCC1)n1ncc2c(S(=O)(=O)C3CC3)cccc21. As a reaction SMILES: [O:1]=[C:2]1[C:7]2[CH:8]=[CH:9][S:10][C:6]=2[CH2:5][CH2:4][N:3]1[CH2:11][CH2:12][CH:13]1[CH2:18][CH2:17][N:16]([C:19]([O:21][C:22]([CH3:25])([CH3:24])[CH3:23])=[O:20])[CH2:15][CH2:14]1.CC(O)=O.[Br:30]Br>O>[Br:30][C:9]1[S:10][C:6]2[CH2:5][CH2:4][N:3]([CH2:11][CH2:12][CH:13]3[CH2:18][CH2:17][N:16]([C:19]([O:21][C:22]([CH3:25])([CH3:24])[CH3:23])=[O:20])[CH2:15][CH2:14]3)[C:2](=[O:1])[C:7]=2[CH:8]=1. Run in O (H2O). The product is BrC1=CC=2C(N(CCC2S1)CCC1CCN(CC1)C(=O)OC(C)(C)C)=O (2-Bromo-4-oxo-5-[2-(N-BOC-4-piperidinyl)ethyl]-4,5,6,7-tetrahydrothieno[3,2-c]pyridine). Reaction conditions: time 10 minute. Procedure: 2-4 (0.73 g, 2.0 mmoles) was added to a 50% aqueous HOAc solution (40 ml) and after stirring at 0°-10° for 10 minutes, Br2 (0.32 g, 2.0 mmoles) was added dropwise. After stirring at 0°-10° for 3 hours, the reaction mixture was diluted with 150 ml H2O and extracted with EtOAc. The organic extract was washed with brine, dried (Na2SO4) and concentrated. The residue was purified by flash chromatography on silica gel eluting with hexane (85)/acetone (15) to give pure 3-1, Rf 0.3. Starting materials: O=C1N(CCC2=C1C=CS2)CCC2CCN(CC2)C(=O)OC(C)(C)C (4-Oxo-5-[2-(N-BOC-4-Piperidinyl)ethyl]-4,5,6,7-tetrahydrothieno[3,2-c]pyridine), CC(=O)O (HOAc), BrBr (Br2). The reactants are C(C)(=O)O[C@@H]1[C@H]([C@H](OCCSCCCCCCCCCCCCCCCCCC)O[C@@H]([C@H]1O[C@H]1[C@H](OC(C)=O)[C@@H](OC(C)=O)[C@@H](O[C@@H]2[C@H](OC(C)=O)[C@@H](OC(C)=O)[C@@H](OC(C)=O)[C@H](O2)COC(C)=O)[C@H](O1)COC(C)=O)COC(C)=O)N1C(C=2C(C1=O)=CC=CC2)=O (2-(Octadecylthio)ethyl 3,6-di-O-acetyl-2-deoxy-2-phthalimido-4-O-[2,3,6-tri O-acetyl-4-O-(2,3,4,6-tetra-O-acetyl-α-D-galactopyranosyl)-β-D-galactopyranosyl]-β-D-glucopyranoside), O.NN (hydrazine hydrate), C[O-].[Na+] (sodium methoxide), SiO2,chloroform methanol water. The solvent is CO (methanol), O1CCCC1 (tetrahydrofuran), CO (methanol). Conditions: time 5 hour. Yields the product C(C)(=O)N[C@H]1[C@H](OCCSCCCCCCCCCCCCCCCCCC)O[C@@H]([C@H]([C@@H]1OC(C)=O)O[C@H]1[C@H](OC(C)=O)[C@@H](OC(C)=O)[C@@H](O[C@@H]2[C@H](OC(C)=O)[C@@H](OC(C)=O)[C@@H](OC(C)=O)[C@H](O2)COC(C)=O)[C@H](O1)COC(C)=O)COC(C)=O (2-(Octadecylthio)ethyl 2-acetamido-2-deoxy-3,6-di-O-acetyl-4-O-[2,3,6-tri-O-acetyl-4-O-(2,3,4,6-tetra-O-acetyl-α-D-galactopyranosyl)-β-D-galactopyranosyl]-β-D-glucopyranoside). Isolated yield 52.9%. As a reaction SMILES: [C:1]([O:4][C@H:5]1[C@H:32]([O:33][C@@H:34]2[O:71][C@H:70]([CH2:72][O:73][C:74](=[O:76])[CH3:75])[C@H:45]([O:46][C@H:47]3[O:64][C@H:63]([CH2:65][O:66][C:67](=[O:69])[CH3:68])[C@H:58]([O:59][C:60](=[O:62])[CH3:61])[C@H:53]([O:54][C:55](=[O:57])[CH3:56])[C@H:48]3[O:49][C:50](=[O:52])[CH3:51])[C@H:40]([O:41][C:42](=[O:44])[CH3:43])[C@H:35]2[O:36][C:37](=[O:39])[CH3:38])[C@@H:31]([CH2:77][O:78][C:79](=[O:81])[CH3:80])[O:30][C@@H:7]([O:8][CH2:9][CH2:10][S:11][CH2:12][CH2:13][CH2:14][CH2:15][CH2:16][CH2:17][CH2:18][CH2:19][CH2:20][CH2:21][CH2:22][CH2:23][CH2:24][CH2:25][CH2:26][CH2:27][CH2:28][CH3:29])[C@@H:6]1[N:82]1C(=O)C2=CC=CC=[C:84]2[C:83]1=[O:92])(=[O:3])[CH3:2].C[O-].[Na+].O.NN>CO.O1CCCC1>[C:83]([NH:82][C@@H:6]1[C@@H:5]([O:4][C:1](=[O:3])[CH3:2])[C@H:32]([O:33][C@@H:34]2[O:71][C@H:70]([CH2:72][O:73][C:74](=[O:76])[CH3:75])[C@H:45]([O:46][C@H:47]3[O:64][C@H:63]([CH2:65][O:66][C:67](=[O:69])[CH3:68])[C@H:58]([O:59][C:60](=[O:62])[CH3:61])[C@H:53]([O:54][C:55](=[O:57])[CH3:56])[C@H:48]3[O:49][C:50](=[O:52])[CH3:51])[C@H:40]([O:41][C:42](=[O:44])[CH3:43])[C@H:35]2[O:36][C:37](=[O:39])[CH3:38])[C@@H:31]([CH2:77][O:78][C:79](=[O:81])[CH3:80])[O:30][C@H:7]1[O:8][CH2:9][CH2:10][S:11][CH2:12][CH2:13][CH2:14][CH2:15][CH2:16][CH2:17][CH2:18][CH2:19][CH2:20][CH2:21][CH2:22][CH2:23][CH2:24][CH2:25][CH2:26][CH2:27][CH2:28][CH3:29])(=[O:92])[CH3:84] |f:1.2,3.4|. Procedure details: Compound 80 (1.46 g, 1.1 mmol) was dissolved in a mixure of methanol (75 ml) and tetrahydrofuran (10 ml) by warming. The clear solution was rapidly cooled to ~40° C. and methanolic sodium methoxide (0.2 M, 5 ml) was added. The mixture was stirred at room temperature for 5 h, after which time the deacetylation was complete. (TLC; SiO2,chloroform:methanol:water 65:35:10, lower phase), neutralized by addition of acidic ion-exchange resin (Duolite C-26), filtered and evaporated. The residue was re-d... Reactants: C1=CC2=C(C=C1C(=O)O)C(=O)OC2=O (trimellitic acid anhydride), p,p' diphenyl methane diisocyanate, CCOCCOC(=O)C (cellosolve acetate), C1(=CC=CC=C1)O (phenol). The product is C(CCCCC(=O)O)(=O)O (adipic acid). Yield: 59.2%. RXN SMILES: C1[C:6]([C:7]([OH:9])=[O:8])=[CH:5][C:4]2C([O:12][C:13](=[O:14])[C:3]=2C=1)=O.CCOCCOC(C)=O.C1(O)C=CC=CC=1>>[C:13]([OH:14])(=[O:12])[CH2:3][CH2:4][CH2:5][CH2:6][C:7]([OH:9])=[O:8]. Procedure details: A solution is formed by mixing 60.0 grams of trimellitic acid anhydride and 132.0 grams of p,p' diphenyl methane diisocyanate and 110.0 grams of cellosolve acetate and 4.8 grams of phenol by heating the mixture. At approximately 145°C. a clear, homogeneous solution is obtained. Once clarity is obtained 27.0 grams of adipic acid is added slowly. The temperature of the mixture is raised to approximately 160°C. and slow reflux is maintained. After approximately 100 minutes, a brownish-yellow viscou... Reactants: C(C1=CC=CC=C1)ON1C(=NC=2C=NC=3C=CC=CC3C21)C2=CC=CC=C2 (1-(Benzyloxy)-2-phenyl-1H-imidazo[4,5-c]quinoline), ClC=1C=C(C(=O)OO)C=CC1 (3-chloroperoxybenzoic acid), ClC=1C=C(C(=O)OO)C=CC1 (3-chloroperoxybenzoic acid). Solvent: ClCCl (dichloromethane), ClCCl (dichloromethane). Run at time 30 minute. Yields the product C(C1=CC=CC=C1)ON1C(=NC=2C=[N+](C=3C=CC=CC3C21)[O-])C2=CC=CC=C2 (1-(benzyloxy)-5-oxido-2-phenyl-1H-imidazo[4,5-c]quinoline). The yield is 125.5%. RXN SMILES: [CH2:1]([O:8][N:9]1[C:21]2[C:20]3[CH:19]=[CH:18][CH:17]=[CH:16][C:15]=3[N:14]=[CH:13][C:12]=2[N:11]=[C:10]1[C:22]1[CH:27]=[CH:26][CH:25]=[CH:24][CH:23]=1)[C:2]1[CH:7]=[CH:6][CH:5]=[CH:4][CH:3]=1.ClC1C=C(C=CC=1)C(OO)=[O:33]>ClCCl>[CH2:1]([O:8][N:9]1[C:21]2[C:20]3[CH:19]=[CH:18][CH:17]=[CH:16][C:15]=3[N+:14]([O-:33])=[CH:13][C:12]=2[N:11]=[C:10]1[C:22]1[CH:27]=[CH:26][CH:25]=[CH:24][CH:23]=1)[C:2]1[CH:3]=[CH:4][CH:5]=[CH:6][CH:7]=1. Reported procedure: 1-(Benzyloxy)-2-phenyl-1H-imidazo[4,5-c]quinoline (0.951 g, 2.71 mmol) was combined with 3-chloroperoxybenzoic acid (1.2 g of 77% pure material, 5.4 mmol) in dichloromethane (10 mL) and stirred at room temperature for 30 minutes. An analysis by liquid chromatography/mass spectrometry (LC/MS) indicated the presence of starting material; additional 3-chloroperoxybenzoic acid (0.1 g) was added. The reaction mixture was stirred for 18 hours at room temperature and then diluted with dichloromethane, ...